This data is from the Open Reaction Database (ORD), a public repository of structured organic reaction records. The task is: describe an organic reaction: reactants, conditions, products, and yield Starting materials: FC(C=1C=C(CN(C2=NC=C(C=N2)N2CCOCC2)CC2=C(C=CC(=C2)C(F)(F)F)N(CCCCCCC(=O)OCC)CC)C=C(C1)C(F)(F)F)(F)F (Ethyl 7-[(2-{[(3,5-bis-trifluoromethyl-benzyl)-(5-morpholin-4-yl-pyrimidin-2-yl)-amino]-methyl}-4-trifluoromethyl-phenyl)-ethyl-amino]-heptanoate), Cl (hydrochloric acid), C(C)(=O)OCC (ethyl acetate), [OH-].[Na+] (sodium hydroxide). The solvent is C(C)O (ethanol). Conditions: time 30 minute. Yields the product FC(C=1C=C(CN(C2=NC=C(C=N2)N2CCOCC2)CC2=C(C=CC(=C2)C(F)(F)F)N(CCCCCCC(=O)O)CC)C=C(C1)C(F)(F)F)(F)F (7-[(2-{[(3,5-bis-trifluoromethyl-benzyl)-(5-morpholin-4-yl-pyrimidin-2-yl)-amino]-methyl}-4-trifluoromethyl-phenyl)-ethylamino]-heptanoic acid). The yield is 54.4%. As a reaction SMILES: [F:1][C:2]([F:53])([F:52])[C:3]1[CH:4]=[C:5]([CH:45]=[C:46]([C:48]([F:51])([F:50])[F:49])[CH:47]=1)[CH2:6][N:7]([CH2:20][C:21]1[CH:26]=[C:25]([C:27]([F:30])([F:29])[F:28])[CH:24]=[CH:23][C:22]=1[N:31]([CH2:43][CH3:44])[CH2:32][CH2:33][CH2:34][CH2:35][CH2:36][CH2:37][C:38]([O:40]CC)=[O:39])[C:8]1[N:13]=[CH:12][C:11]([N:14]2[CH2:19][CH2:18][O:17][CH2:16][CH2:15]2)=[CH:10][N:9]=1.[OH-].[Na+].Cl.C(OCC)(=O)C>C(O)C>[F:53][C:2]([F:1])([F:52])[C:3]1[CH:4]=[C:5]([CH:45]=[C:46]([C:48]([F:49])([F:51])[F:50])[CH:47]=1)[CH2:6][N:7]([CH2:20][C:21]1[CH:26]=[C:25]([C:27]([F:28])([F:29])[F:30])[CH:24]=[CH:23][C:22]=1[N:31]([CH2:43][CH3:44])[CH2:32][CH2:33][CH2:34][CH2:35][CH2:36][CH2:37][C:38]([OH:40])=[O:39])[C:8]1[N:13]=[CH:12][C:11]([N:14]2[CH2:15][CH2:16][O:17][CH2:18][CH2:19]2)=[CH:10][N:9]=1 |f:1.2|. Procedure: Ethyl 7-[(2-{[(3,5-bis-trifluoromethyl-benzyl)-(5-morpholin-4-yl-pyrimidin-2-yl)-amino]-methyl}-4-trifluoromethyl-phenyl)-ethyl-amino]-heptanoate (250 mg) is dissolved in ethanol (4 ml), and thereto is added a 1N-aqueous sodium hydroxide solution (1 ml) and the mixture is stirred at room temperature for 3 hours and 30 minutes. To the reaction solution are added a 1N-hydrochloric acid and ethyl acetate, and the mixture is separated, and the organic layer is washed with a saturated brine, dried ov... The reactants are CC(C)(C)OC(=O)C1CSC(c2cccc(F)c2)N1C(=O)CNC(=O)Nc1cccc(C(=O)OCC[Si](C)(C)C)c1, CCCC[N+](CCCC)(CCCC)CCCC, [F-]. The product is CC(C)(C)OC(=O)C1CSC(c2cccc(F)c2)N1C(=O)CNC(=O)Nc1cccc(C(=O)O)c1. As a reaction SMILES: [C:1]([CH3:2])([CH3:3])([CH3:4])[O:5][C:6](=[O:7])[CH:8]1[N:9]([C:20]([CH2:21][NH:22][C:23]([NH:24][c:25]2[cH:26][c:27]([C:28](=[O:29])[O:30][CH2:31][CH2:32][Si:33]([CH3:34])([CH3:35])[CH3:36])[cH:37][cH:38][cH:39]2)=[O:40])=[O:41])[CH:10]([c:13]2[cH:14][c:15]([F:19])[cH:16][cH:17][cH:18]2)[S:11][CH2:12]1.[CH3:43][CH2:44][CH2:45][CH2:46][N+:47]([CH2:48][CH2:49][CH2:50][CH3:51])([CH2:52][CH2:53][CH2:54][CH3:55])[CH2:56][CH2:57][CH2:58][CH3:59].[F-:42]>>[C:1]([CH3:2])([CH3:3])([CH3:4])[O:5][C:6](=[O:7])[CH:8]1[N:9]([C:20]([CH2:21][NH:22][C:23]([NH:24][c:25]2[cH:26][c:27]([C:28](=[O:29])[OH:30])[cH:37][cH:38][cH:39]2)=[O:40])=[O:41])[CH:10]([c:13]2[cH:14][c:15]([F:19])[cH:16][cH:17][cH:18]2)[S:11][CH2:12]1. The reactants are C(C)S[C@@H]1[C@]2(C)[C@@H](CC1)[C@@H]1CCC3=CC(C=C[C@]3(C)[C@]1([C@H](C2)O)F)=O ((11β,17β)-17-(Ethylthio)-9-fluoro-11-hydroxyandrosta-1,4-dien-3-one), ClC1=CC(=CC=C1)C(=O)OO (m-chloroperbenzoic acid). Run in C(Cl)(Cl)Cl (chloroform), C(Cl)(Cl)Cl (chloroform). The product is C(C)S(=O)[C@@H]1[C@]2(C)[C@@H](CC1)[C@@H]1CCC3=CC(C=C[C@]3(C)[C@]1([C@H](C2)O)F)=O ((11β,17β)-17-(Ethylsulfinyl)-9-fluoro-11-hydroxyandrosta-1,4-dien-3-one). Yield: 95.4%. As a reaction SMILES: [CH2:1]([S:3][C@H:4]1[CH2:9][CH2:8][C@H:7]2[C@H:10]3[C@:20]([F:24])([C@@H:21]([OH:23])[CH2:22][C@:5]12[CH3:6])[C@:18]1([CH3:19])[C:13](=[CH:14][C:15](=[O:25])[CH:16]=[CH:17]1)[CH2:12][CH2:11]3)[CH3:2].ClC1C=CC=C(C(OO)=[O:34])C=1>C(Cl)(Cl)Cl>[CH2:1]([S:3]([C@H:4]1[CH2:9][CH2:8][C@H:7]2[C@H:10]3[C@:20]([F:24])([C@@H:21]([OH:23])[CH2:22][C@:5]12[CH3:6])[C@:18]1([CH3:19])[C:13](=[CH:14][C:15](=[O:25])[CH:16]=[CH:17]1)[CH2:12][CH2:11]3)=[O:34])[CH3:2]. Procedure details: To a solution of (11β,17β)-17-(ethylthio)-9-fluoro-11-hydroxyandrosta-1,4-dien-3-one (700 mg, 1.92 mmole; see example 6) in chloroform (30 ml) was added a solution of 86% m-chloroperbenzoic acid (390 mg, 1.95 mmole) in chloroform (15 ml). An instantaneous reaction was noted (tlc). The solution was then washed with a 10% potassium carbonate solution and water, dried (anhydrous magnesium sulfate) and evaporated to afford the title compound (697 mg) as a solid. One crystallization of this from ethy...